This data is from the Open Reaction Database (ORD), a public repository of structured organic reaction records. The task is: describe an organic reaction: reactants, conditions, products, and yield Starting materials: C1COCCO1, CCN(C(C)C)C(C)C, Clc1cc(Cl)ncn1, FC1(F)CCNC1. Product: FC1(F)CCN(c2cc(Cl)ncn2)C1. As a reaction SMILES: [CH2:25]1[O:26][CH2:27][CH2:28][O:29][CH2:30]1.[CH:16]([N:17]([CH2:18][CH3:19])[CH:20]([CH3:21])[CH3:22])([CH3:23])[CH3:24].[Cl:8][c:9]1[n:10][cH:11][n:12][c:13]([Cl:15])[cH:14]1.[F:1][C:2]1([F:7])[CH2:3][NH:4][CH2:5][CH2:6]1>>[F:1][C:2]1([F:7])[CH2:3][N:4]([c:13]2[n:12][cH:11][n:10][c:9]([Cl:8])[cH:14]2)[CH2:5][CH2:6]1. The reactants are CCCC[N+](CCCC)(CCCC)CCCC, COc1ccc(CCl)cc1, Cc1ccccc1, [K+], [OH-], O, Cc1oc(-c2ccccc2)nc1CCOc1ccc(C=O)c(O)c1, O=S(=O)([O-])O. Yields the product COc1ccc(COc2cc(OCCc3nc(-c4ccccc4)oc3C)ccc2C=O)cc1. Reaction SMILES: [CH2:42]([N+:43]([CH2:44][CH2:45][CH2:46][CH3:47])([CH2:48][CH2:49][CH2:50][CH3:51])[CH2:52][CH2:53][CH2:54][CH3:55])[CH2:56][CH2:57][CH3:58].[CH3:25][O:26][c:27]1[cH:28][cH:29][c:30]([CH2:31][Cl:32])[cH:33][cH:34]1.[CH3:59][c:60]1[cH:61][cH:62][cH:63][cH:64][cH:65]1.[K+:36].[OH-:35].[OH2:66].[OH:1][c:2]1[c:3]([CH:4]=[O:5])[cH:6][cH:7][c:8]([O:10][CH2:11][CH2:12][c:13]2[n:14][c:15](-[c:19]3[cH:20][cH:21][cH:22][cH:23][cH:24]3)[o:16][c:17]2[CH3:18])[cH:9]1.[S:37]([O-:38])([OH:39])(=[O:40])=[O:41]>>[O:1]([c:2]1[c:3]([CH:4]=[O:5])[cH:6][cH:7][c:8]([O:10][CH2:11][CH2:12][c:13]2[n:14][c:15](-[c:19]3[cH:20][cH:21][cH:22][cH:23][cH:24]3)[o:16][c:17]2[CH3:18])[cH:9]1)[CH2:31][c:30]1[cH:29][cH:28][c:27]([O:26][CH3:25])[cH:34][cH:33]1.